Task: describe an organic reaction: reactants, conditions, products, and yield. Dataset: the Open Reaction Database (ORD), a public repository of structured organic reaction records The reactants are Cl (HCl), C([O-])(O)=O.[Na+] (sodium bicarbonate), C(#N)C1=C(C=C(C=C1)N=C=O)OC (4-cyano-3-methoxyphenyl isocyanate), OCC(N)(C(=O)O)C1=CC=CC=C1 (2-hydroxymethyl-2-phenylglycine), [OH-].[Na+] (sodium hydroxide). The solvent is O1CCOCC1 (dioxane), O (water). Reaction conditions: time 8 hour. Product: O=C1N(C(C(N1)(C1=CC=CC=C1)CO)=O)C1=CC(=C(C#N)C=C1)OC (4-[2,5-Dioxo-4-hydroxymethyl-4-phenylimidazolidin-1-yl]-2-methoxybenzonitrile). As a reaction SMILES: [C:1]([C:3]1[CH:8]=[CH:7][C:6]([N:9]=[C:10]=[O:11])=[CH:5][C:4]=1[O:12][CH3:13])#[N:2].[OH:14][CH2:15][C:16]([C:21]1[CH:26]=[CH:25][CH:24]=[CH:23][CH:22]=1)([C:18](O)=[O:19])[NH2:17].[OH-].[Na+].Cl.C(=O)(O)[O-].[Na+]>O1CCOCC1.O>[O:11]=[C:10]1[NH:17][C:16]([CH2:18][OH:19])([C:21]2[CH:26]=[CH:25][CH:24]=[CH:23][CH:22]=2)[C:15](=[O:14])[N:9]1[C:6]1[CH:7]=[CH:8][C:3]([C:1]#[N:2])=[C:4]([O:12][CH3:13])[CH:5]=1 |f:2.3,5.6|. Reported procedure: A solution of 384 mg of 4-cyano-3-methoxyphenyl isocyanate (prepared according to WO 2007/137874) in 8 mL dioxane is added to a solution of 200 mg of 2-hydroxymethyl-2-phenylglycine (prepared according to literature procedure) in an aqueous solution of 1.8 mL 1N sodium hydroxide in 2 mL of water. The mixture is stirred at room temperature overnight, acidified by adding 3 mL 12N HCl and heated at 110° C. for 2 hours. The solution is then treated with a saturated aqueous solution of sodium bicarbo... Reactants: CCO, CCOC(=N)c1ncc([N+](=O)[O-])n1C, CC(=O)O, NNC(N)=S. The product is Cn1c([N+](=O)[O-])cnc1C(=N)NNC(N)=S. As a reaction SMILES: [CH3:15][CH2:16][OH:17].[CH3:1][n:2]1[c:3]([C:10]([O:11][CH2:12][CH3:13])=[NH:14])[n:4][cH:5][c:6]1[N+:7](=[O:8])[O-:9].[CH3:23][C:24](=[O:25])[OH:26].[NH2:18][NH:19][C:20](=[S:21])[NH2:22]>>[CH3:1][n:2]1[c:3]([C:10](=[NH:14])[NH:18][NH:19][C:20](=[S:21])[NH2:22])[n:4][cH:5][c:6]1[N+:7](=[O:8])[O-:9]. Starting materials: ClC1=C(N)C=CC(=C1)I (2-chloro-4-iodoaniline), FC=1C=C(C(=O)O)C=CN1 (2-fluoroisonicotinic acid). The product is ClC1=C(C=CC(=C1)I)NC1=C(C(=O)O)C=CN=C1 (3-[(2-chloro-4-iodophenyl)amino]isonicotinic acid). As a reaction SMILES: [Cl:1][C:2]1[CH:8]=[C:7]([I:9])[CH:6]=[CH:5][C:3]=1[NH2:4].F[C:11]1[CH:12]=[C:13]([CH:17]=[CH:18][N:19]=1)[C:14]([OH:16])=[O:15]>>[Cl:1][C:2]1[CH:8]=[C:7]([I:9])[CH:6]=[CH:5][C:3]=1[NH:4][C:17]1[CH:18]=[N:19][CH:11]=[CH:12][C:13]=1[C:14]([OH:16])=[O:15]. Procedure: Synthesized as intermediate 1 by reacting 15.7 mmol of 2-chloro-4-iodoaniline with 23.55 mmol 2-fluoroisonicotinic acid. LC/MS [(5.9 min; 376 (M+1)].